The task is: describe an organic reaction: reactants, conditions, products, and yield. This data is from the Open Reaction Database (ORD), a public repository of structured organic reaction records. Reactants: C(C)(C)(C)OC(=O)N[C@@H]1CN(CCC1)C1=C(C=NC=C1)NC(=O)C1=NC2=CC(=CC=C2C=C1NC(OCC1=CC=CC=C1)=O)C=O (benzyl (2-{[(4-{(3S)-3-[(tert-butoxycarbonyl)amino]piperidin-1-yl}pyridin-3-yl)amino]carbonyl}-7-formylquinolin-3-yl)carbamate), N1CCOCC1 (morpholine). Product: NC=1C(=NC2=CC(=CC=C2C1)CN1CCOCC1)C(=O)NC=1C=NC=CC1N1C[C@H](CCC1)N (3-Amino-N-{4-[(3S)-3-aminopiperidin-1-yl]pyridin-3-yl}-7-(morpholin-4-ylmethyl)quinoline-2-carboxamide). Reaction SMILES: C(OC([NH:8][C@H:9]1[CH2:14][CH2:13][CH2:12][N:11]([C:15]2[CH:20]=[CH:19][N:18]=[CH:17][C:16]=2[NH:21][C:22]([C:24]2[C:33]([NH:34]C(=O)OCC3C=CC=CC=3)=[CH:32][C:31]3[C:26](=[CH:27][C:28]([CH:45]=O)=[CH:29][CH:30]=3)[N:25]=2)=[O:23])[CH2:10]1)=O)(C)(C)C.[NH:47]1[CH2:52][CH2:51][O:50][CH2:49][CH2:48]1>>[NH2:34][C:33]1[C:24]([C:22]([NH:21][C:16]2[CH:17]=[N:18][CH:19]=[CH:20][C:15]=2[N:11]2[CH2:12][CH2:13][CH2:14][C@H:9]([NH2:8])[CH2:10]2)=[O:23])=[N:25][C:26]2[C:31]([CH:32]=1)=[CH:30][CH:29]=[C:28]([CH2:45][N:47]1[CH2:52][CH2:51][O:50][CH2:49][CH2:48]1)[CH:27]=2. Reported procedure: The title compound was prepared according to the procedure of Example 19 using benzyl (2-{[(4-{(3S)-3-[(tert-butoxycarbonyl)amino]piperidin-1-yl}pyridin-3-yl)amino]carbonyl}-7-formylquinolin-3-yl)carbamate and morpholine as the starting materials to give the title compound in 40% yield. LCMS calc. for C25H32N7O2 (M+H)+: m/z=462.3. Found: 462.2. The reactants are P(=O)(O)(O)[O-].[K+] (potassium dihydrogen phosphate), Racemic butyric ester, C(C1=CC=CC=C1)(=O)C1=CC=C(C=C1)NC(C(C(F)(F)F)(C)O)=O (N-(4-benzoylphenyl)-3,3,3-trifluoro-2-hydroxy-2-methylpropanamide), [OH-].[Na+] (sodium hydroxide), [OH-].[Na+] (sodium hydroxide). Run in CC(C)(C)OC (MTBE). Reaction conditions: temperature 38 celsius, time 24 hour. The product is C(C1=CC=CC=C1)(=O)C1=CC=C(C=C1)NC([C@](C(F)(F)F)(C)O)=O ((S)-(−)-N-(4-benzoylphenyl)-3,3,3-trifluoro-2-hydroxy-2-methylpropanamide). RXN SMILES: P([O-])(O)(O)=O.[K+].[OH-].[Na+].[C:9]([C:17]1[CH:22]=[CH:21][C:20]([NH:23][C:24](=[O:32])[C:25]([OH:31])([CH3:30])[C:26]([F:29])([F:28])[F:27])=[CH:19][CH:18]=1)(=[O:16])[C:10]1[CH:15]=[CH:14][CH:13]=[CH:12][CH:11]=1>CC(OC)(C)C>[C:9]([C:17]1[CH:22]=[CH:21][C:20]([NH:23][C:24](=[O:32])[C@@:25]([OH:31])([CH3:30])[C:26]([F:27])([F:28])[F:29])=[CH:19][CH:18]=1)(=[O:16])[C:10]1[CH:11]=[CH:12][CH:13]=[CH:14][CH:15]=1 |f:0.1,2.3|. Procedure details: 5 mM potassium dihydrogen phosphate solution (50 mL) was adjusted to pH 7.1 with 0.1 N sodium hydroxide solution (2 mL), porcine pancreatic lipase (Biocatalysts, Treforest, UK) (0.2 g) added and the pH again adjusted to 7.1 with 0.1 N sodium hydroxide solution (2 mL). Racemic butyric ester derived from N-(4-benzoylphenyl)-3,3,3-trifluoro-2-hydroxy-2-methylpropanamide (1 g) was dissolved in MTBE (10 mL) and added to the reaction, washing in with further MTBE (2 mL). The reaction was stirred at 38... The reactants are Cl, O=N[O-], [Na+], Nc1ccc2[nH]ncc2c1. The product is Cl, NNc1ccc2[nH]ncc2c1. As a reaction SMILES: [ClH:15].[N:11]([O-:12])=[O:13].[Na+:14].[nH:1]1[n:2][cH:3][c:4]2[cH:5][c:6]([NH2:10])[cH:7][cH:8][c:9]12>>[ClH:15].[nH:1]1[n:2][cH:3][c:4]2[cH:5][c:6]([NH:10][NH2:11])[cH:7][cH:8][c:9]12.